Task: describe an organic reaction: reactants, conditions, products, and yield. Dataset: the Open Reaction Database (ORD), a public repository of structured organic reaction records Starting materials: C(C)(C)OB(OC(C)C)OC(C)C (triisopropylborate), solution, [Li]CCCC (n-BuLi), BrC1=C2C=CN=CC2=CC=C1 (5-bromoisoquinoline). The solvent is C1CCOC1 (THF), C1CCOC1 (THF). The product is B(C1=C2C=CN=CC2=CC=C1)(O)O (Isoquinolin-5-yl-5-boronic acid). The yield is 57.8%. Reaction SMILES: [Li]CCCC.Br[C:7]1[CH:16]=[CH:15][CH:14]=[C:13]2[C:8]=1[CH:9]=[CH:10][N:11]=[CH:12]2.C([O:20][B:21](OC(C)C)[O:22]C(C)C)(C)C>C1COCC1>[B:21]([OH:22])([OH:20])[C:7]1[CH:16]=[CH:15][CH:14]=[C:13]2[C:8]=1[CH:9]=[CH:10][N:11]=[CH:12]2. Reported procedure: A 2.5 M solution of n-BuLi (1.2 equiv., 3 mmol, 1.2 ml) in 20 ml of freshly distilled THF, cooled to −78° C., was added with a solution of 5-bromoisoquinoline (2.5 mmol, 520 mg) in 5 ml of THF. The resulting mixture was allowed to react at this temperature over 45′. A solution of triisopropylborate (1.2 equiv., 3 mmol, 0.7 ml) was then added and the mixture was stirred at the same temperature for 5′ and then allowed to warm to room temperature and stirred for an additional hour. The mixture was ... Starting materials: O1C(CCCC1)OCCOC1=NC=CC=C1NC(=O)C1=CNC=2CCCC3=C(C12)N=CC=C3 (3,4,5,6-tetrahydro-3,10-diaza-benzo[e]azulene-1-carboxylic acid {2-[2-(tetrahydropyran-2-yloxy)-ethoxy]-pyridin-3-yl}amide), O.C1(=CC=C(C=C1)S(=O)(=O)O)C (p-toluenesulfonic acid monohydrate). Solvent: CO (methanol). Product: OCCOC1=NC=CC=C1NC(=O)C1=CNC=2CCCC3=C(C12)N=CC=C3 (3,4,5,6-tetrahydro-3,10-diazabenzo[e]azulene-1-carboxylic acid [2-(2-hydroxy-ethoxy)pyridin-3-yl]amide). Isolated yield 101.4%. As a reaction SMILES: O1CCCCC1[O:7][CH2:8][CH2:9][O:10][C:11]1[C:16]([NH:17][C:18]([C:20]2[C:29]3[C:28]4[N:30]=[CH:31][CH:32]=[CH:33][C:27]=4[CH2:26][CH2:25][CH2:24][C:23]=3[NH:22][CH:21]=2)=[O:19])=[CH:15][CH:14]=[CH:13][N:12]=1.O.C1(C)C=CC(S(O)(=O)=O)=CC=1>CO>[OH:7][CH2:8][CH2:9][O:10][C:11]1[C:16]([NH:17][C:18]([C:20]2[C:29]3[C:28]4[N:30]=[CH:31][CH:32]=[CH:33][C:27]=4[CH2:26][CH2:25][CH2:24][C:23]=3[NH:22][CH:21]=2)=[O:19])=[CH:15][CH:14]=[CH:13][N:12]=1 |f:1.2|. Reported procedure: A solution of 3,4,5,6-tetrahydro-3,10-diaza-benzo[e]azulene-1-carboxylic acid {2-[2-(tetrahydropyran-2-yloxy)-ethoxy]-pyridin-3-yl}amide (850 mg) and p-toluenesulfonic acid monohydrate (700 mg) in methanol (30 mL) is refluxed for 1 h. The solvent is removed and the residue is extracted with DCM and washed with NaHCO3 (aq.). The organic layer is dried and solvent removed to give 700 mg of 3,4,5,6-tetrahydro-3,10-diazabenzo[e]azulene-1-carboxylic acid [2-(2-hydroxy-ethoxy)pyridin-3-yl]amide. Starting materials: CCCCCCCCN, CN([SiH](C)C)[Si](C)(C)C, [NH4+], [NH4+], O=S(=O)([O-])[O-], O=C1CONC(=O)N1, C1COCCO1. Product: CCCCCCCCNC1=NC(=O)NOC1. RXN SMILES: [CH2:16]([CH2:17][CH2:18][CH2:19][CH2:20][CH2:21][CH2:22][CH3:23])[NH2:24].[CH3:25][SiH:26]([CH3:27])[N:28]([CH3:29])[Si:30]([CH3:31])([CH3:32])[CH3:33].[NH4+:10].[NH4+:9].[O-:11][S:12](=[O:13])(=[O:14])[O-:15].[O:1]1[NH:2][C:3](=[O:8])[NH:4][C:5](=[O:7])[CH2:6]1.[O:34]1[CH2:35][CH2:36][O:37][CH2:38][CH2:39]1>>[O:1]1[NH:2][C:3](=[O:8])[N:4]=[C:5]([NH:24][CH2:16][CH2:17][CH2:18][CH2:19][CH2:20][CH2:21][CH2:22][CH3:23])[CH2:6]1.